Dataset: the Open Reaction Database (ORD), a public repository of structured organic reaction records. Task: describe an organic reaction: reactants, conditions, products, and yield Starting materials: COc1cc(C)c(C(=O)c2c(Cl)cncc2C(F)(F)F)c(OC)c1OC, C[O-], CN(C)P(=O)(N(C)C)N(C)C, Cc1ccccc1, [Na+], O. The product is COc1cc(C)c(C(=O)c2c(OC)cncc2C(F)(F)F)c(OC)c1OC. Reaction SMILES: [CH3:11][O:12][c:13]1[c:14]([C:15](=[O:16])[c:17]2[c:18]([Cl:27])[cH:19][n:20][cH:21][c:22]2[C:23]([F:24])([F:25])[F:26])[c:28]([CH3:36])[cH:29][c:30]([O:34][CH3:35])[c:31]1[O:32][CH3:33].[CH3:1][O-:2].[CH3:37][N:38]([CH3:39])[P:40](=[O:41])([N:42]([CH3:43])[CH3:44])[N:45]([CH3:46])[CH3:47].[CH3:4][c:5]1[cH:6][cH:7][cH:8][cH:9][cH:10]1.[Na+:3].[OH2:48]>>[CH3:1][O:2][c:18]1[c:17]([C:15]([c:14]2[c:13]([O:12][CH3:11])[c:31]([O:32][CH3:33])[c:30]([O:34][CH3:35])[cH:29][c:28]2[CH3:36])=[O:16])[c:22]([C:23]([F:24])([F:25])[F:26])[cH:21][n:20][cH:19]1.